This data is from the Open Reaction Database (ORD), a public repository of structured organic reaction records. The task is: describe an organic reaction: reactants, conditions, products, and yield Starting materials: NCC1(F)CCN(C(=O)OCc2ccccc2)CC1, O=C(O)c1ccc(O)cc1. Yields the product O=C(NCC1(F)CCN(C(=O)OCc2ccccc2)CC1)c1ccc(O)cc1. Reaction SMILES: [NH2:11][CH2:12][C:13]1([F:29])[CH2:14][CH2:15][N:16]([C:19](=[O:20])[O:21][CH2:22][c:23]2[cH:24][cH:25][cH:26][cH:27][cH:28]2)[CH2:17][CH2:18]1.[OH:1][c:2]1[cH:3][cH:4][c:5]([C:6](=[O:7])[OH:8])[cH:9][cH:10]1>>[OH:1][c:2]1[cH:3][cH:4][c:5]([C:6](=[O:8])[NH:11][CH2:12][C:13]2([F:29])[CH2:14][CH2:15][N:16]([C:19](=[O:20])[O:21][CH2:22][c:23]3[cH:24][cH:25][cH:26][cH:27][cH:28]3)[CH2:17][CH2:18]2)[cH:9][cH:10]1. Reactants: CN1CCN(S(=O)(=O)c2ccc(B3OC(C)(C)C(C)(C)O3)cc2)CC1, CC#N, CC(C)(C)OC(=O)NC1(C(=O)NC(Cc2ccc(I)cc2)C(N)=O)CCOCC1, [Na+], [Na+], O=C([O-])[O-]. The product is CN1CCN(S(=O)(=O)c2ccc(-c3ccc(CC(NC(=O)C4(NC(=O)OC(C)(C)C)CCOCC4)C(N)=O)cc3)cc2)CC1. RXN SMILES: [CH3:30][N:31]1[CH2:32][CH2:33][N:34]([S:37](=[O:38])(=[O:39])[c:40]2[cH:41][cH:42][c:43]([B:46]3[O:47][C:48]([CH3:49])([CH3:50])[C:51]([CH3:52])([CH3:53])[O:54]3)[cH:44][cH:45]2)[CH2:35][CH2:36]1.[CH3:61][C:62]#[N:63].[NH2:1][C:2]([CH:3]([CH2:4][c:5]1[cH:6][cH:7][c:8]([I:11])[cH:9][cH:10]1)[NH:12][C:13](=[O:14])[C:15]1([NH:21][C:22]([O:23][C:24]([CH3:25])([CH3:26])[CH3:27])=[O:28])[CH2:16][CH2:17][O:18][CH2:19][CH2:20]1)=[O:29].[Na+:55].[Na+:56].[O-:57][C:58](=[O:59])[O-:60]>>[NH2:1][C:2]([CH:3]([CH2:4][c:5]1[cH:6][cH:7][c:8](-[c:43]2[cH:42][cH:41][c:40]([S:37]([N:34]3[CH2:33][CH2:32][N:31]([CH3:30])[CH2:36][CH2:35]3)(=[O:38])=[O:39])[cH:45][cH:44]2)[cH:9][cH:10]1)[NH:12][C:13](=[O:14])[C:15]1([NH:21][C:22]([O:23][C:24]([CH3:25])([CH3:26])[CH3:27])=[O:28])[CH2:16][CH2:17][O:18][CH2:19][CH2:20]1)=[O:29]. Starting materials: N1C=NC2=C1C=CC=C2 (1H-benzimidazole), C(C=C)#N (acrylonitrile), [OH-].C(C1=CC=CC=C1)[N+](C)(C)C (benzyltrimethylammonium hydroxide). Run in O1CCOCC1 (dioxane). Conditions: time 24 hour. Product: N1(C=NC2=C1C=CC=C2)CCC#N (1H-benzimidazole-1-propionitrile). As a reaction SMILES: [NH:1]1[C:5]2[CH:6]=[CH:7][CH:8]=[CH:9][C:4]=2[N:3]=[CH:2]1.[C:10](#[N:13])[CH:11]=[CH2:12].[OH-].C([N+](C)(C)C)C1C=CC=CC=1>O1CCOCC1>[N:1]1([CH2:12][CH2:11][C:10]#[N:13])[C:5]2[CH:6]=[CH:7][CH:8]=[CH:9][C:4]=2[N:3]=[CH:2]1 |f:2.3|. Reported procedure: A mixture of 15.8 grams of 1H-benzimidazole, 8 grams of acrylonitrile and 0.2 ml of benzyltrimethylammonium hydroxide (40% solution in methanol) in 200 ml of dioxane was stirred at room temperature for 24 hours. The solvent was evaporated from the resulting yellow solution under reduced pressure and the residual yellow solid was triturated first with ether and then with water to give 1H-benzimidazole-1-propionitrile melting at about 108°-110° C. The reactants are BrCC(=O)O (bromoacetic acid), [Na+].[Br-] (NaBr), Cl (hydrochloric acid), [Br-].C(C=C)[Zn+] (allyl-zinc bromide), C(C)(=O)C1=CC=C(C=C1)C1=C(C=C(C=C1)F)F (4-acetyl-2',4'-difluorobiphenyl), C(C=C)Br (allyl bromide), BrCH2 -COOZnBr. The reagents and catalysts are [Zn] (zinc), [Zn] (zinc), [Zn] (zinc), [Hg](I)I (HgI2). Solvent: C1CCOC1 (THF), C1CCOC1 (THF), C1CCOC1 (THF), C1CCOC1 (THF). Product: FC1=C(C=CC(=C1)F)C1=CC=C(C=C1)C(CC(=O)O)(C)O (3-(2',4'-difluoro-4-biphenylyl)-3-hydroxybutyric acid). As a reaction SMILES: Br[CH2:2][C:3]([OH:5])=[O:4].[Br-].C([Zn+])C=C.C(Br)C=C.[C:15]([C:18]1[CH:23]=[CH:22][C:21]([C:24]2[CH:29]=[CH:28][C:27]([F:30])=[CH:26][C:25]=2[F:31])=[CH:20][CH:19]=1)(=[O:17])[CH3:16].[Na+].[Br-].Cl>C1COCC1.[Zn].[Hg](I)I>[F:31][C:25]1[CH:26]=[C:27]([F:30])[CH:28]=[CH:29][C:24]=1[C:21]1[CH:22]=[CH:23][C:18]([C:15]([OH:17])([CH3:16])[CH2:2][C:3]([OH:5])=[O:4])=[CH:19][CH:20]=1 |f:1.2,5.6|. Reported procedure: A solution of 12.9 g. of bromoacetic acid in 50 ml. of THF is added slowly dropwise at 10°-15° to a solution of 19 g. of allyl-zinc bromide in 200 ml. of THF, prepared by reacting allyl bromide with zinc filings in THF. A solution of 23.2 g. of 4-acetyl-2',4'-difluorobiphenyl in 100 ml. of THF, 6.5 g. of zinc filings, 100 mg. of HgI2 and 10.3 g. of NaBr are added to the reaction mixture, which contains an intermediate of the formula BrCH2 -COOZnBr, and heated under reflux until all the zinc has ...